This data is from the Open Reaction Database (ORD), a public repository of structured organic reaction records. The task is: describe an organic reaction: reactants, conditions, products, and yield Reactants: ClC1=C(OC=2C=CC(=C(C(=O)O)C2)O)C=CC(=C1)C(F)(F)F (5-(2-chloro-4-trifluoromethylphenoxy)-2-hydroxybenzoic acid), Cl (hydrochloric acid), ClC1=C(OC=2C=CC(=C(C(=O)OC)C2)O)C=CC(=C1)C(F)(F)F (methyl 5-(2-chloro-4-trifluoromethylphenoxy)-2-hydroxybenzoate), ester, Cl.NO (hydroxylamine hydrochloride), [OH-].[Na+] (sodium hydroxide). The solvent is CO (methanol), O1CCOCC1 (dioxane). Product: ClC1=C(OC=2C=CC(=C(C(=O)NO)C2)O)C=CC(=C1)C(F)(F)F (5-(2-chloro-4-trifluoromethylphenoxy)-2-hydroxybenzohydroxamic acid). Isolated yield 46.3%. RXN SMILES: [Cl:1][C:2]1[CH:18]=[C:17]([C:19]([F:22])([F:21])[F:20])[CH:16]=[CH:15][C:3]=1[O:4][C:5]1[CH:6]=[CH:7][C:8]([OH:14])=[C:9]([CH:13]=1)[C:10](O)=[O:11].Cl.ClC1C=C(C(F)(F)F)C=CC=1OC1C=CC(O)=C(C=1)C(OC)=O.Cl.[NH2:48][OH:49].[OH-].[Na+]>CO.O1CCOCC1>[Cl:1][C:2]1[CH:18]=[C:17]([C:19]([F:22])([F:21])[F:20])[CH:16]=[CH:15][C:3]=1[O:4][C:5]1[CH:6]=[CH:7][C:8]([OH:14])=[C:9]([CH:13]=1)[C:10]([NH:48][OH:49])=[O:11] |f:3.4,5.6|. Procedure details: A mixture of 46.27 grams (0.30 mole) of 2,5-dihydroxybenzoic acid, 79.51 grams (0.40 mole) of 3-chloro-4-fluoro benzotrifluoride, 124.45 grams (0.90 mole) of potassium carbonate and 500 milliliters of dimethylsulfoxide was heated, with stirring, at 100° C. for 26 hours. The reaction mixture was then cooled, poured into 1.25 liters of water and extracted three times with methylene chloride. After phase separation, the aqueous phase was acidified with concentrated hydrochloric acid and extracted w... Reactants: C12(CC3CC(CC(C1)C3)C2)CC(C)=NO (1-Adamantyl-2-propanone oxime). The reagents and catalysts are O=[Pt]=O (PtO2). Run in C(C)(=O)O (acetic acid). Reaction conditions: time 0.5 hour. Yields the product C12(CC3CC(CC(C1)C3)C2)CC(C)N (β-(1-Adamantyl)-α-methylethylamine). As a reaction SMILES: [C:1]12([CH2:11][C:12](=[N:14]O)[CH3:13])[CH2:10][CH:5]3[CH2:6][CH:7]([CH2:9][CH:3]([CH2:4]3)[CH2:2]1)[CH2:8]2>O=[Pt]=O.C(O)(=O)C>[C:1]12([CH2:11][CH:12]([NH2:14])[CH3:13])[CH2:8][CH:7]3[CH2:6][CH:5]([CH2:4][CH:3]([CH2:9]3)[CH2:2]1)[CH2:10]2. Procedure: 1-Adamantyl-2-propanone oxime (59 gm.) was dissolved in 775 ml. acetic acid, 10 gm. PtO2 added and the mixture hydrogenated at about 40 lbs. pressure. The solution was filtered and concentrated. The residue was dissolved in 2 liters of ether, added, over 5-10 minutes, to 84 gm. NaHCO3 in 10 liters of water and stirred for 1/2 hour. The ether was separated and concentrated and the residue treated with 50 ml. acetic acid, and concentrated. The acetic acid residue was dissolved in 200 ml. ether, ad... The reactants are N#CCBr, O=C([O-])[O-], CCCC[N+](CCCC)(CCCC)CCCC, CN(C)C=O, O=c1c(C2=NS(=O)(=O)c3cc(O)ccc3N2)c(O)c2ccccc2n1NCC1CC1, [I-], [K+], [K+]. The product is N#CCOc1ccc2c(c1)S(=O)(=O)N=C(c1c(O)c3ccccc3n(NCC3CC3)c1=O)N2. As a reaction SMILES: [Br:31][CH2:32][C:33]#[N:34].[C:35](=[O:36])([O-:37])[O-:38].[CH2:47]([N+:48]([CH2:49][CH2:50][CH2:51][CH3:52])([CH2:53][CH2:54][CH2:55][CH3:56])[CH2:57][CH2:58][CH2:59][CH3:60])[CH2:61][CH2:62][CH3:63].[CH3:41][N:42]([CH3:43])[CH:44]=[O:45].[CH:1]1([CH2:4][NH:5][n:6]2[c:7](=[O:30])[c:8]([C:17]3=[N:18][S:19](=[O:28])(=[O:29])[c:20]4[c:21]([cH:23][cH:24][c:25]([OH:27])[cH:26]4)[NH:22]3)[c:9]([OH:16])[c:10]3[cH:11][cH:12][cH:13][cH:14][c:15]23)[CH2:2][CH2:3]1.[I-:46].[K+:39].[K+:40]>>[CH:1]1([CH2:4][NH:5][n:6]2[c:7](=[O:30])[c:8]([C:17]3=[N:18][S:19](=[O:28])(=[O:29])[c:20]4[c:21]([cH:23][cH:24][c:25]([O:27][CH2:32][C:33]#[N:34])[cH:26]4)[NH:22]3)[c:9]([OH:16])[c:10]3[cH:11][cH:12][cH:13][cH:14][c:15]23)[CH2:2][CH2:3]1.